This data is from the Open Reaction Database (ORD), a public repository of structured organic reaction records. The task is: describe an organic reaction: reactants, conditions, products, and yield Starting materials: O=C1CCC(=O)N1Br, ClC(Cl)(Cl)Cl, Cc1ccc(Cl)c(Oc2cc(C#N)cc(C(F)(F)F)c2)c1F, CC(C)(C#N)N=NC(C)(C)C#N. The product is N#Cc1cc(Oc2c(Cl)ccc(CBr)c2F)cc(C(F)(F)F)c1. RXN SMILES: [Br:23][N:24]1[C:25](=[O:26])[CH2:27][CH2:28][C:29]1=[O:30].[C:43]([Cl:44])([Cl:45])([Cl:46])[Cl:47].[Cl:1][c:2]1[cH:3][cH:4][c:5]([CH3:22])[c:6]([F:21])[c:7]1[O:8][c:9]1[cH:10][c:11]([C:12]#[N:13])[cH:14][c:15]([C:17]([F:18])([F:19])[F:20])[cH:16]1.[N:31]#[C:32][C:33]([N:34]=[N:35][C:36]([C:37]#[N:38])([CH3:39])[CH3:40])([CH3:41])[CH3:42]>>[Cl:1][c:2]1[cH:3][cH:4][c:5]([CH2:22][Br:23])[c:6]([F:21])[c:7]1[O:8][c:9]1[cH:10][c:11]([C:12]#[N:13])[cH:14][c:15]([C:17]([F:18])([F:19])[F:20])[cH:16]1. Reactants: ClC=1SC2=C(N1)C(=C(C=C2)C(=O)OC)C (methyl 2-chloro-4-methyl-benzothiazole-5-carboxylate), C[O-].[K+] (potassium methoxide). Solvent: CN1C(CCC1)=O (N-methylpyrrolidone). Reaction conditions: temperature 100 celsius. Yields the product CC1=C(C=CC2=C1NC(S2)=O)C(=O)OC (methyl 4-methylbenzothiazol-2-one-5-carboxylate). Isolated yield 54.8%. Reaction SMILES: Cl[C:2]1[S:3][C:4]2[CH:10]=[CH:9][C:8]([C:11]([O:13][CH3:14])=[O:12])=[C:7]([CH3:15])[C:5]=2[N:6]=1.C[O-:17].[K+]>CN1CCCC1=O>[CH3:15][C:7]1[C:5]2[NH:6][C:2](=[O:17])[S:3][C:4]=2[CH:10]=[CH:9][C:8]=1[C:11]([O:13][CH3:14])=[O:12] |f:1.2|. Procedure: A solution of 22.5 g (93 mmol) of methyl 2-chloro-4-methyl-benzothiazole-5-carboxylate in 360 ml of N-methylpyrrolidone was admixed with 13.6 g (186 mmol) of potassium methoxide and heated at 100° C. for 5 hours. After cooling, the resulting precipitate was filtered off with suction and the filtrate was admixed with water. The pH of the reaction solution was then adjusted to pH 1, the aqueous solution was extracted three times with ethyl acetate and the combined organic phases were washed and dr... Reactants: 9,9, C1OC2(C=C[C@H]3CCC[C@@H]3CCCCCCC(=O)O)C(CCCC)(OCCO2)OC1 (15,15-bis-(ethylenedioxy)-13-prostenoic acid), [N+](=[N-])=C (diazomethane). The product is COC(CCCCCC[C@H]1CCC[C@@H]1C=CC12C(CCCC)(OCCO1)OCCO2)=O (15,15-bis-(ethylenedioxy)-13-prostenoic acid methyl ester). Reaction SMILES: [CH2:1]1[CH2:30][O:29][C:20]2([O:25][CH2:26][CH2:27][O:28][C:3]2([CH:4]=[CH:5][C@@H:6]2[C@@H:10]([CH2:11][CH2:12][CH2:13][CH2:14][CH2:15][CH2:16][C:17]([OH:19])=[O:18])[CH2:9][CH2:8][CH2:7]2)[O:2]1)[CH2:21][CH2:22][CH2:23][CH3:24].[N+](=[CH2:33])=[N-]>>[CH3:33][O:18][C:17](=[O:19])[CH2:16][CH2:15][CH2:14][CH2:13][CH2:12][CH2:11][C@@H:10]1[C@@H:6]([CH:5]=[CH:4][C:3]23[O:28][CH2:27][CH2:26][O:25][C:20]2([O:29][CH2:30][CH2:1][O:2]3)[CH2:21][CH2:22][CH2:23][CH3:24])[CH2:7][CH2:8][CH2:9]1. Procedure details: Into 0.2 g of 9,9;15,15-bis-(ethylenedioxy)-13-prostenoic acid, ethereal diazomethane solution is dropped until a pale yellow color just remains. The organic solution is washed several times with aqueous sodium acetate solution. The organic phase is dried over MgSO4 and the solvent distilled. As the residue, 9,9;15,15-bis-(ethylenedioxy)-13-prostenoic acid methyl ester is obtained. Reactants: ClCCl.CO (DCM MeOH), ClC1=C(C=CC(=C1Cl)F)C(=O)N1CC(NCC1)=O (4-[(2,3-Dichloro-4-fluorophenyl)carbonyl]-2-piperazinone), F[B-](F)(F)F.C(C)[O+](CC)CC (Triethyloxonium tetrafluoroborate), S1N=CN=C1C(=O)NN (1,2,4-Thiadiazole-5-carbohydrazide), amide. Solvent: ClCCl (dichloromethane). Run at temperature 120 celsius. Product: ClC1=C(C=CC(=C1Cl)F)C(=O)N1CC=2N(CC1)C(=NN2)C2=NC=NS2 (7-[(2,3-dichloro-4-fluorophenyl)carbonyl]-3-(1,2,4-thiadiazol-5-yl)-5,6,7,8-tetrahydro[1,2,4]triazolo[4,3-a]pyrazine). As a reaction SMILES: [Cl:1][C:2]1[C:7]([Cl:8])=[C:6]([F:9])[CH:5]=[CH:4][C:3]=1[C:10]([N:12]1[CH2:17][CH2:16][NH:15][C:14](=O)[CH2:13]1)=[O:11].F[B-](F)(F)F.C([O+](CC)CC)C.[S:31]1[C:35]([C:36]([NH:38][NH2:39])=O)=[N:34][CH:33]=[N:32]1.ClCCl.CO>ClCCl>[Cl:1][C:2]1[C:7]([Cl:8])=[C:6]([F:9])[CH:5]=[CH:4][C:3]=1[C:10]([N:12]1[CH2:17][CH2:16][N:15]2[C:36]([C:35]3[S:31][N:32]=[CH:33][N:34]=3)=[N:38][N:39]=[C:14]2[CH2:13]1)=[O:11] |f:1.2,4.5|. Procedure: 4-[(2,3-Dichloro-4-fluorophenyl)carbonyl]-2-piperazinone (I34) (0.25 g, 0.859 mmol) was dissolved in dichloromethane (DCM) (2.147 ml) and stirred under an argon atmosphere. Triethyloxonium tetrafluoroborate (0.196 g, 1.031 mmol) was added and the solution was left to stir for 40 minutes. A clear solution formed. 1,2,4-Thiadiazole-5-carbohydrazide (I80) (0.149 g, 1.031 mmol) was added and the solution was left to stir under argon for 60 minutes and then the solvent was removed under reduced press... Procedure details: A mixture of ethyl-2-[(3-bromo-2-methoxyphenyl)hydrazono]-3-oxobutanoate (4 g) prepared as in Example 1, 3-carboxyphenylboronic acid (2.30 g), bis(triphenylphosphine)palladium(II)chloride [PdCl2(PPh3)2] (0.30 g), potassium carbonate (4.023 g) in ethanol (100 mL) and water (30 mL) was heated to about reflux temperature and stirred for about 20 hours. The hot mixture was filtered to remove the catalyst. The clear filtrate was concentrated under vacuum. To the residue, water (100 mL) was added, aci... The product is C(C)OC(=O)C(C(C)=O)=NNC=1C(=C(C=CC1)C1=CC(=CC=C1)C(=O)O)OC (3′-{-2-[1-(ethoxycarbonyl)-2-oxopropylidene]hydrazino}-2′-methoxybiphenyl-3-carboxylic acid). Reaction SMILES: [CH2:1]([O:3][C:4](=[O:20])[C:5](=[N:9][NH:10][C:11]1[CH:16]=[CH:15][CH:14]=[C:13](Br)[C:12]=1[O:18][CH3:19])[C:6](=[O:8])[CH3:7])[CH3:2].[C:21]([C:24]1[CH:25]=[C:26](B(O)O)[CH:27]=[CH:28][CH:29]=1)([OH:23])=[O:22].C(=O)([O-])[O-].[K+].[K+]>C(O)C.O.C1C=CC(P(C2C=CC=CC=2)C2C=CC=CC=2)=CC=1.C1C=CC(P(C2C=CC=CC=2)C2C=CC=CC=2)=CC=1.Cl[Pd]Cl>[CH2:1]([O:3][C:4]([C:5](=[N:9][NH:10][C:11]1[C:12]([O:18][CH3:19])=[C:13]([C:28]2[CH:27]=[CH:26][CH:25]=[C:24]([C:21]([OH:23])=[O:22])[CH:29]=2)[CH:14]=[CH:15][CH:16]=1)[C:6](=[O:8])[CH3:7])=[O:20])[CH3:2] |f:2.3.4,7.8.9|. Run at time 20 hour. The reagents and catalysts are C1=CC=C(C=C1)P(C2=CC=CC=C2)C3=CC=CC=C3.C1=CC=C(C=C1)P(C2=CC=CC=C2)C3=CC=CC=C3.Cl[Pd]Cl (bis(triphenylphosphine)palladium(II)chloride). Run in C(C)O (ethanol), O (water). Starting materials: C(C)OC(C(C(C)=O)=NNC1=C(C(=CC=C1)Br)OC)=O (ethyl-2-[(3-bromo-2-methoxyphenyl)hydrazono]-3-oxobutanoate), C(=O)(O)C=1C=C(C=CC1)B(O)O (3-carboxyphenylboronic acid), C([O-])([O-])=O.[K+].[K+] (potassium carbonate).